From a dataset of the Open Reaction Database (ORD), a public repository of structured organic reaction records. describe an organic reaction: reactants, conditions, products, and yield The reactants are CSCCNC(=O)c1ccc(C2=NOC(c3cc(Cl)cc(Cl)c3)(C(F)(F)F)C2)c2ccccc12, O=C(OO)c1cccc(Cl)c1, ClCCl. The product is CS(=O)CCNC(=O)c1ccc(C2=NOC(c3cc(Cl)cc(Cl)c3)(C(F)(F)F)C2)c2ccccc12. As a reaction SMILES: [Cl:12][c:13]1[cH:14][c:15]([C:20]2([C:42]([F:43])([F:44])[F:45])[CH2:21][C:22]([c:25]3[cH:26][cH:27][c:28]([C:35](=[O:36])[NH:37][CH2:38][CH2:39][S:40][CH3:41])[c:29]4[cH:30][cH:31][cH:32][cH:33][c:34]34)=[N:23][O:24]2)[cH:16][c:17]([Cl:19])[cH:18]1.[Cl:1][c:2]1[cH:3][c:4]([C:9](=[O:6])[O:10][OH:11])[cH:5][cH:7][cH:8]1.[Cl:46][CH2:47][Cl:48]>>[O:6]=[S:40]([CH2:39][CH2:38][NH:37][C:35]([c:28]1[cH:27][cH:26][c:25]([C:22]2=[N:23][O:24][C:20]([c:15]3[cH:14][c:13]([Cl:12])[cH:18][c:17]([Cl:19])[cH:16]3)([C:42]([F:43])([F:44])[F:45])[CH2:21]2)[c:34]2[c:29]1[cH:30][cH:31][cH:32][cH:33]2)=[O:36])[CH3:41]. Reactants: O1CC(=CCC1)C1=CC2=C(C(=N1)F)OC1=CC=C(C=C1[C@]21N=C(OCC1)N)N ((S)-3-(5,6-dihydro-2H-pyran-3-yl)-1-fluoro-5′,6′-dihydrospiro[chromeno[2,3-c]pyridine-5,4′-[1,3]oxazine]-2′,7-diamine), ClC=1C=CC(=NC1)C(=O)O (5-chloro-2-pyridinecarboxylic acid), 0-(−7-azabenzotriazol-1-yl)-n,′n,′n,′n′-tetramethyluronium, CCN(C(C)C)C(C)C (Hunig's base). Solvent: CN(C)C=O (DMF). Run at time 15 hour. Product: NC=1OCC[C@]2(N1)C1=CC(=CC=C1OC=1C(=NC(=CC12)C=1COCCC1)F)NC(C1=NC=C(C=C1)Cl)=O ((S)—N-(2′-amino-3-(5,6-dihydro-2H-pyran-3-yl)-1-fluoro-5′,6′-dihydrospiro[chromeno[2,3-c]pyridine-5,4′-[1,3]oxazin]-7-yl)-5-chloropicolinamide). Yield: 25.8%. RXN SMILES: [O:1]1[CH2:6][CH2:5][CH:4]=[C:3]([C:7]2[N:12]=[C:11]([F:13])[C:10]3[O:14][C:15]4[C:20]([C@@:21]5([CH2:26][CH2:25][O:24][C:23]([NH2:27])=[N:22]5)[C:9]=3[CH:8]=2)=[CH:19][C:18]([NH2:28])=[CH:17][CH:16]=4)[CH2:2]1.[Cl:29][C:30]1[CH:31]=[CH:32][C:33]([C:36](O)=[O:37])=[N:34][CH:35]=1.CCN(C(C)C)C(C)C>CN(C=O)C>[NH2:27][C:23]1[O:24][CH2:25][CH2:26][C@:21]2([C:9]3[CH:8]=[C:7]([C:3]4[CH2:2][O:1][CH2:6][CH2:5][CH:4]=4)[N:12]=[C:11]([F:13])[C:10]=3[O:14][C:15]3[C:20]2=[CH:19][C:18]([NH:28][C:36](=[O:37])[C:33]2[CH:32]=[CH:31][C:30]([Cl:29])=[CH:35][N:34]=2)=[CH:17][CH:16]=3)[N:22]=1. Procedure: To a solution of (S)-3-(5,6-dihydro-2H-pyran-3-yl)-1-fluoro-5′,6′-dihydrospiro[chromeno[2,3-c]pyridine-5,4′-[1,3]oxazine]-2′,7-diamine (0.095 g, 0.248 mmol) in DMF (1 mL) were added 5-chloro-2-pyridinecarboxylic acid (0.043 g, 0.273 mmol), 0-(−7-azabenzotriazol-1-yl)-n,′n,′n,′n′-tetramethyluronium pf6 (0.099 g, 0.261 mmol) and Hunig's base (0.086 ml, 0.497 mmol) and the resulting mixture was stirred at rt for 15 h. The mixture was quenched with 5 drops of 2 N HCl and stirred for 1 min followed b... As a reaction SMILES: [Cl:1][C:2]1[C:7]([CH:8]([CH3:11])[CH:9]=O)=[CH:6][C:5]([C:12]#[N:13])=[CH:4][C:3]=1[NH:14][C:15]1[N:20]=[C:19]([N:21]([CH:31]2[CH2:33][CH2:32]2)[CH2:22][C:23]2[CH:28]=[CH:27][C:26]([O:29][CH3:30])=[CH:25][CH:24]=2)[C:18]2=[N:34][CH:35]=[C:36]([C:37]#[N:38])[N:17]2[N:16]=1.[NH:39]1[CH2:42][CH:41]([OH:43])[CH2:40]1.CC(O)=O.C([BH3-])#N.[Na+]>C1COCC1.CO.CCOC(C)=O>[Cl:1][C:2]1[C:7]([CH:8]([CH3:11])[CH2:9][N:39]2[CH2:42][CH:41]([OH:43])[CH2:40]2)=[CH:6][C:5]([C:12]#[N:13])=[CH:4][C:3]=1[NH:14][C:15]1[N:20]=[C:19]([N:21]([CH:31]2[CH2:33][CH2:32]2)[CH2:22][C:23]2[CH:24]=[CH:25][C:26]([O:29][CH3:30])=[CH:27][CH:28]=2)[C:18]2=[N:34][CH:35]=[C:36]([C:37]#[N:38])[N:17]2[N:16]=1 |f:3.4|. The solvent is CO (MeOH), CCOC(=O)C (EtOAc), C1CCOC1 (THF). The reactants are N1CC(C1)O (azetidin-3-ol), ClC1=C(C=C(C=C1C(C=O)C)C#N)NC1=NN2C(C(=N1)N(CC1=CC=C(C=C1)OC)C1CC1)=NC=C2C#N (2-((2-chloro-5-cyano-3-(1-oxopropan-2-yl)phenyl)amino)-4-(cyclopropyl(4-methoxybenzyl)amino)imidazo[2,1-f][1,2,4]triazine-7-carbonitrile), C(#N)[BH3-].[Na+] (sodium cyanoborohydride), CC(=O)O (AcOH). Yields the product ClC1=C(C=C(C=C1C(CN1CC(C1)O)C)C#N)NC1=NN2C(C(=N1)N(CC1=CC=C(C=C1)OC)C1CC1)=NC=C2C#N (2-((2-chloro-5-cyano-3-(1-(3-hydroxyazetidin-1-yl)propan-2-yl)phenyl)amino)-4-(cyclopropyl(4-methoxybenzyl)amino)imidazo[2,1-f][1,2,4]triazine-7-carbonitrile). Reaction conditions: time 10 minute. Reported procedure: 2-((2-chloro-5-cyano-3-(1-oxopropan-2-yl)phenyl)amino)-4-(cyclopropyl(4-methoxybenzyl)amino)imidazo[2,1-f][1,2,4]triazine-7-carbonitrile (25 mg, 0.047 mmol) was taken up in THF (0.5 mL) and a solution of azetidin-3-ol (6.94 mg, 0.095 mmol) in MeOH (0.333 mL) was added. A drop of AcOH was added and the solution was stirred for 10 min. Next, sodium cyanoborohydride (5.96 mg, 0.095 mmol) was added and the reaction was stirred for 1 h. The reaction was diluted with EtOAc and washed with 2M K3PO4 sol... Yield: 63.7%. The reactants are CC(C)=CC1C(C(=O)O)C1(C)C, [Cl-], Cc1c(F)c(F)c(CO)c(F)c1F, C1CCOC1, O, c1ccncc1. Product: CC(C)=CC1C(C(=O)OCc2c(F)c(F)c(C)c(F)c2F)C1(C)C. RXN SMILES: [CH3:2][C:3]1([CH3:13])[CH:4]([C:10](=[O:11])[OH:12])[CH:5]1[CH:6]=[C:7]([CH3:8])[CH3:9].[Cl-:1].[F:14][c:15]1[c:16]([CH2:25][OH:26])[c:17]([F:24])[c:18]([F:23])[c:19]([CH3:22])[c:20]1[F:21].[O:33]1[CH2:34][CH2:35][CH2:36][CH2:37]1.[OH2:38].[cH:27]1[cH:28][cH:29][n:30][cH:31][cH:32]1>>[CH3:2][C:3]1([CH3:13])[CH:4]([C:10](=[O:11])[O:12][CH2:25][c:16]2[c:15]([F:14])[c:20]([F:21])[c:19]([CH3:22])[c:18]([F:23])[c:17]2[F:24])[CH:5]1[CH:6]=[C:7]([CH3:8])[CH3:9].